Dataset: the Open Reaction Database (ORD), a public repository of structured organic reaction records. Task: describe an organic reaction: reactants, conditions, products, and yield Starting materials: ice water, ClC1=C(C=C(C(=O)C2=CC=CC=C2)C=C1)[N+](=O)[O-] (4-Chloro-3-nitrobenzophenone), NCCC(=O)O (3-aminopropionic acid), C(O)([O-])=O.[Na+] (sodium hydrogen carbonate), Cl (hydrochloric acid). Run in COCCO (2-methoxyethanol). Product: C(C1=CC=CC=C1)(=O)C1=CC(=C(NCCC(=O)O)C=C1)[N+](=O)[O-] (3-(4-benzoyl-2-nitroanilino)propionic acid). Yield: 100.7%. As a reaction SMILES: Cl[C:2]1[CH:15]=[CH:14][C:5]([C:6]([C:8]2[CH:13]=[CH:12][CH:11]=[CH:10][CH:9]=2)=[O:7])=[CH:4][C:3]=1[N+:16]([O-:18])=[O:17].[NH2:19][CH2:20][CH2:21][C:22]([OH:24])=[O:23].C(=O)([O-])O.[Na+].Cl>COCCO>[C:6]([C:5]1[CH:14]=[CH:15][C:2]([NH:19][CH2:20][CH2:21][C:22]([OH:24])=[O:23])=[C:3]([N+:16]([O-:18])=[O:17])[CH:4]=1)(=[O:7])[C:8]1[CH:13]=[CH:12][CH:11]=[CH:10][CH:9]=1 |f:2.3|. Reported procedure: 4-Chloro-3-nitrobenzophenone (10 g.) was added to a mixture of 3-aminopropionic acid (β-alanine) (10.1 g.) and sodium hydrogen carbonate (9.6 g.) in 2-methoxyethanol (100 ml.) which was then heated under reflux for 4 hours. The mixture was cooled, poured into ice-water (250 ml.) and brought to pH 3 by addition of concentrated hydrochloric acid. The solid obtained was filtered, washed with water and air-dried to give 3-(4-benzoyl-2-nitroanilino)propionic acid (12.1 g), m.p. 170°-5° C. Reactants: C(C)(=O)O (acetic acid), C(C)(=O)O (acetic acid), OO (hydrogen peroxide), NC1=C(C=C(C=C1C)Cl)C(=O)C1=CC=C(C=C1)Cl ((2-amino-5-chloro-3-methylphenyl)(4-chlorophenyl)methanone). Solvent: O (water). Run at temperature 95 celsius, time 8 hour. The product is ClC=1C=C(C=2C(=C(ON2)C2=CC=C(C=C2)Cl)C1)C (5-Chloro-3-(4-chlorophenyl)-7-methyl-2,1-benzisoxazole). As a reaction SMILES: C(O)(=O)C.OO.[NH2:7][C:8]1[C:13]([CH3:14])=[CH:12][C:11]([Cl:15])=[CH:10][C:9]=1[C:16]([C:18]1[CH:23]=[CH:22][C:21]([Cl:24])=[CH:20][CH:19]=1)=[O:17]>O>[Cl:15][C:11]1[CH:12]=[C:13]([CH3:14])[C:8]2[C:9]([CH:10]=1)=[C:16]([C:18]1[CH:23]=[CH:22][C:21]([Cl:24])=[CH:20][CH:19]=1)[O:17][N:7]=2. Procedure details: A solution of 300 ml of glacial acetic acid and 150 ml of 30% hydrogen peroxide was heated on a steam bath for 1 hr, cooled, and treated with 28.0 g (0.1 mole) of (2-amino-5-chloro-3-methylphenyl)(4-chlorophenyl)methanone. The mixture was heated to 95° C. and 450 ml of acetic acid was added to dissolve all solids. The stirred mixture was heated at 60°-70° C. for 5 hr, poured into 2.5 liters of water and let stand at ambient temperature overnight. The solid was collected by filtration, washed wit... Reactants: ClC1=NC=CC(=C1)C(C1=CC=C(C=C1)CC1=C(C=C(C=C1Cl)[N+](=O)[O-])Cl)=O (2-chloro-4-[4-(2,6-dichloro-4-nitrobenzyl)benzoyl]pyridine), Cl[Sn]Cl (SnCl2). Yields the product NC1=CC(=C(CC2=CC=C(C(=O)C3=CC(=NC=C3)Cl)C=C2)C(=C1)Cl)Cl (4-[4-(4-Amino-2,6-dichlorobenzyl)benzoyl]-2-chloropyridine). Isolated yield 91.7%. RXN SMILES: [Cl:1][C:2]1[CH:7]=[C:6]([C:8](=[O:27])[C:9]2[CH:14]=[CH:13][C:12]([CH2:15][C:16]3[C:21]([Cl:22])=[CH:20][C:19]([N+:23]([O-])=O)=[CH:18][C:17]=3[Cl:26])=[CH:11][CH:10]=2)[CH:5]=[CH:4][N:3]=1.Cl[Sn]Cl>>[NH2:23][C:19]1[CH:18]=[C:17]([Cl:26])[C:16]([CH2:15][C:12]2[CH:11]=[CH:10][C:9]([C:8]([C:6]3[CH:5]=[CH:4][N:3]=[C:2]([Cl:1])[CH:7]=3)=[O:27])=[CH:14][CH:13]=2)=[C:21]([Cl:22])[CH:20]=1. Procedure: The title compound was prepared as yellow oil at yield of 91.7%, in a similar manner as in Reference Example 7, by the reaction of 2-chloro-4-[4-(2,6-dichloro-4-nitrobenzyl)benzoyl]pyridine and SnCl2. Reactants: ( c ), ClC1=NC(=NC=C1C(=O)OCC)C1=CC=C(C=C1)C(F)(F)F (ethyl 4-chloro-2-(4'-trifluoromethylphenyl)pyrimidine-5-carboxylate), NN (hydrazine). Yields the product N(N)C1=NC(=NC=C1C(=O)OCC)C1=CC=C(C=C1)C(F)(F)F (ethyl 4-hydrazino-2-(4'trifluoromethylphenyl)pyrimidine-5-carboxylate). Yield: 60.0%. RXN SMILES: Cl[C:2]1[C:7]([C:8]([O:10][CH2:11][CH3:12])=[O:9])=[CH:6][N:5]=[C:4]([C:13]2[CH:18]=[CH:17][C:16]([C:19]([F:22])([F:21])[F:20])=[CH:15][CH:14]=2)[N:3]=1.[NH2:23][NH2:24]>>[NH:23]([C:2]1[C:7]([C:8]([O:10][CH2:11][CH3:12])=[O:9])=[CH:6][N:5]=[C:4]([C:13]2[CH:18]=[CH:17][C:16]([C:19]([F:22])([F:21])[F:20])=[CH:15][CH:14]=2)[N:3]=1)[NH2:24]. Reported procedure: The title compound was prepared by (a) of diethyl ethoxymethylenemalonate (6.3 g, 29 mmol) with 4-trifluoromethylphenylbenzamidine (5.5 g, 29 mmol) to afford 50% of ethyl 4-hydroxy-2-(4'-trifluoromethylphenyl)pyrimidine-5-carboxylate in analogy to Example 15, (b) reaction of ethyl 4-hydroxy-2-(4'-trifluoromethylphenyl)pyrimidine-5-carboxylate (3 g, 9.6 mmol) with POCl3 (49 g, 322 mmol) to afford 97% of ethyl 4-chloro-2-(4'-trifluoromethylphenyl)pyrimidine-5-carboxylate in analogy to Example 7, (... The reactants are ClC1=NN2C(C=C1)=NC(=C2)C=2C=CC(=C(N)C2)C(F)(F)F (5-(6-chloroimidazo[2,1-f]pyridazin-2-yl)-2-(trifluoromethyl)aniline), C(C)#N (acetonitrile), CC(C(=O)Cl)(C)C (trimethylacetyl chloride). Solvent: N1=CC=CC=C1 (pyridine). Conditions: temperature 80 celsius. The product is ClC=1C=CC=2N(N1)C=C(N2)C=2C=CC(=C(C2)NC(C(C)(C)C)=O)C(F)(F)F (N-(5-(6-chloroimidazo[1,2-b]pyridazin-2-yl)-2-(trifluoromethyl)phenyl)pivalamide). Isolated yield 93.4%. Reaction SMILES: [Cl:1][C:2]1[CH:7]=[CH:6][C:5]2=[N:8][C:9]([C:11]3[CH:12]=[CH:13][C:14]([C:18]([F:21])([F:20])[F:19])=[C:15]([CH:17]=3)[NH2:16])=[CH:10][N:4]2[N:3]=1.C(#N)C.[CH3:25][C:26]([CH3:31])([CH3:30])[C:27](Cl)=[O:28]>N1C=CC=CC=1>[Cl:1][C:2]1[CH:7]=[CH:6][C:5]2[N:4]([CH:10]=[C:9]([C:11]3[CH:12]=[CH:13][C:14]([C:18]([F:19])([F:20])[F:21])=[C:15]([NH:16][C:27](=[O:28])[C:26]([CH3:31])([CH3:30])[CH3:25])[CH:17]=3)[N:8]=2)[N:3]=1. Reported procedure: A 40 mL vial is charged with 5-(6-chloroimidazo[2,1-f]pyridazin-2-yl)-2-(trifluoromethyl)aniline (0.531 g, 1.7 mmol), acetonitrile (14 mL), and pyridine (0.275 mL). The stirred mixture is added trimethylacetyl chloride (0.419 mL, 3.4 mmol) and heated for 20 min at 80° C. The reaction is concentrated, taken into EtOAc (25 mL), washed once with HCl (15 mL, 1M) then NaOH (15 mL, 1M). Organic is dried, concentrated and purified by silica gel chromatography (0-100% EtOAc in Hexanes) to give the title... Reactants: Cl (HCl), COC(=O)C1(CC1)CCCCCCCCCCCCC1(CC1)C(NC1CC1)=O (1-[12-(1-cyclopropylcarbamoyl-cyclopropyl)-dodecyl]-cyclopropane-carboxylic acid methyl ester), [OH-].[K+] (KOH). Run in O (water), CO (methanol), O (water). Run at temperature 60 celsius, time 16 hour. The product is C1(CC1)NC(=O)C1(CC1)CCCCCCCCCCCCC1(CC1)C(=O)O (1-[12-(1-Cyclopropylcarbamoyl-cyclopropyl)-dodecyl]-cyclopropane carboxylic acid). The yield is 71.1%. RXN SMILES: C[O:2][C:3]([C:5]1([CH2:8][CH2:9][CH2:10][CH2:11][CH2:12][CH2:13][CH2:14][CH2:15][CH2:16][CH2:17][CH2:18][CH2:19][C:20]2([C:23](=[O:28])[NH:24][CH:25]3[CH2:27][CH2:26]3)[CH2:22][CH2:21]2)[CH2:7][CH2:6]1)=[O:4].[OH-].[K+].Cl>CO.O>[CH:25]1([NH:24][C:23]([C:20]2([CH2:19][CH2:18][CH2:17][CH2:16][CH2:15][CH2:14][CH2:13][CH2:12][CH2:11][CH2:10][CH2:9][CH2:8][C:5]3([C:3]([OH:4])=[O:2])[CH2:7][CH2:6]3)[CH2:22][CH2:21]2)=[O:28])[CH2:27][CH2:26]1 |f:1.2|. Procedure details: To a solution of product of Example 34 (0.7 g, 1.9 mmol) in methanol (7 mL) was added KOH (0.36 g, 6.4 mmol) in water (2.1 mL) and the reaction mixture was stirred at 60° C. over a period of 16 h. The crude product obtained upon evaporation of the solvent was diluted with water (5.0 mL), acidified to pH=2 (1.5N HCl), extracted with ethyl acetate (100 mL×2). The organic layer was dried over sodium sulphate and concentrated. The residue obtained upon evaporation of the volatiles was purified by si... The reactants are FC1=CC=C(C=C1)S(=O)(=O)NC1CC2=CC=C(C=C2C1)C(CCC(=O)OC)=O (methyl 4-(2-p-fluorobenzenesulphonamido-indan-5-yl)-4-oxobutyrate), [OH-].[Na+] (sodium hydroxide). Yields the product FC1=CC=C(C=C1)S(=O)(=O)NC1CC2=CC=C(C=C2C1)C(CCC(=O)O)=O (4-(2-p-Fluorobenzenesulphonamido-indan-5-yl)-4-oxobutyric acid). Reaction SMILES: [F:1][C:2]1[CH:7]=[CH:6][C:5]([S:8]([NH:11][CH:12]2[CH2:20][C:19]3[C:14](=[CH:15][CH:16]=[C:17]([C:21](=[O:28])[CH2:22][CH2:23][C:24]([O:26]C)=[O:25])[CH:18]=3)[CH2:13]2)(=[O:10])=[O:9])=[CH:4][CH:3]=1.[OH-].[Na+]>>[F:1][C:2]1[CH:3]=[CH:4][C:5]([S:8]([NH:11][CH:12]2[CH2:20][C:19]3[C:14](=[CH:15][CH:16]=[C:17]([C:21](=[O:28])[CH2:22][CH2:23][C:24]([OH:26])=[O:25])[CH:18]=3)[CH2:13]2)(=[O:10])=[O:9])=[CH:6][CH:7]=1 |f:1.2|. Procedure details: Prepared analogously to Example 2 from methyl 4-(2-p-fluorobenzenesulphonamido-indan-5-yl)-4-oxobutyrate by hydrolysis with sodium hydroxide.